The task is: describe an organic reaction: reactants, conditions, products, and yield. This data is from the Open Reaction Database (ORD), a public repository of structured organic reaction records. The reactants are CC(C=O)(C=CC)CC1=CC=CC=C1 (2-methyl-2-benzyl-pent-3-enal), C(C1=CC=CC=C1)C(C=O)(C=CCC)CC (2-benzyl-2-ethyl-hex-3-enal), C(C=C(C)C)C(C=O)=CCCCCCC (2-prenyl non-2-enal), 2-prenyl citral, C(=CCC)C(C=O)(CC=C(C)C)CC (2-butenyl-2-ethyl-5-methyl hex-4-enal). Yields the product CC(C=O)(CC=C(C)C)C=CC (2,5-Dimethyl-2-propenyl hex-4-enal). Reaction SMILES: CC(CC1C=CC=CC=1)(C=CC)C=O.[CH:15]([C:19]([CH2:27]C)([CH2:22][CH:23]=[C:24]([CH3:26])[CH3:25])[CH:20]=[O:21])=[CH:16][CH2:17]C.C(C(CC)(C=CCC)C=O)C1C=CC=CC=1.C(C(=CCCCCCC)C=O)C=C(C)C>>[CH3:27][C:19]([CH:15]=[CH:16][CH3:17])([CH2:22][CH:23]=[C:24]([CH3:25])[CH3:26])[CH:20]=[O:21]. Procedure details: 2-methyl-2-benzyl-pent-3-enal; 2-prenyl citral; 2-butenyl-2-ethyl-5-methyl hex-4-enal; 2-benzyl-2-ethyl-hex-3-enal; and 2-prenyl non-2-enal imparts a decided green, citrus, fruity, floral note, enhancing the orange note of this orange terpeneless perfume formulation.